This data is from the Open Reaction Database (ORD), a public repository of structured organic reaction records. The task is: describe an organic reaction: reactants, conditions, products, and yield Starting materials: CCOC(=O)C(=CNc1cccn1Cc1ccc(OC)cc1)C(=O)OCC, CCOC(=O)c1cnc2c(cnn2Cc2ccc(OC)cc2)c1O, CCOCC, O=P(Cl)(Cl)Cl. Yields the product CCOC(=O)c1cnc2c(cnn2Cc2ccc(OC)cc2)c1Cl. As a reaction SMILES: [CH2:1]([O:2][C:3](=[O:4])[C:5](=[CH:6][NH:7][c:8]1[n:9]([CH2:10][c:11]2[cH:12][cH:13][c:14]([O:15][CH3:16])[cH:17][cH:18]2)[cH:19][cH:20][cH:21]1)[C:22]([O:23][CH2:24][CH3:25])=[O:26])[CH3:27].[CH2:28]([CH3:29])[O:30][C:31](=[O:32])[c:33]1[c:34]([OH:51])[c:35]2[c:36]([n:37][cH:38]1)[n:39]([CH2:42][c:43]1[cH:44][cH:45][c:46]([O:49][CH3:50])[cH:47][cH:48]1)[n:40][cH:41]2.[CH3:57][CH2:58][O:59][CH2:60][CH3:61].[P:52]([Cl:53])([Cl:54])([Cl:55])=[O:56]>>[CH2:28]([CH3:29])[O:30][C:31](=[O:32])[c:33]1[c:34]([Cl:54])[c:35]2[c:36]([n:37][cH:38]1)[n:39]([CH2:42][c:43]1[cH:44][cH:45][c:46]([O:49][CH3:50])[cH:47][cH:48]1)[n:40][cH:41]2. The reactants are C(CC)OC(CN1C(CN=C(C2=C1C=CC(=C2)[N+](=O)[O-])C2=C(C=CC=C2)Cl)=O)=O (7-nitro-2,3-dihydro-5-(o-chlorophenyl)-2-oxo-1H-1,4-benzodiazepin-1-acetic acid propyl ester), P12(=S)SP3(=S)SP(=S)(S1)SP(=S)(S2)S3 (phosphorus pentasulfide), N1=CC=CC=C1 (pyridine). Solvent: C(Cl)Cl.O (methylene chloride water). Product: C(CC)OC(CN1C(CN=C(C2=C1C=CC(=C2)[N+](=O)[O-])C2=C(C=CC=C2)Cl)=S)=O (7-nitro-2,3-dihydro-5-(o-chlorophenyl)-2-thioxo-1H-1,4-benzodiazepin-1-acetic acid propyl ester). As a reaction SMILES: [CH2:1]([O:4][C:5](=[O:29])[CH2:6][N:7]1[C:13]2[CH:14]=[CH:15][C:16]([N+:18]([O-:20])=[O:19])=[CH:17][C:12]=2[C:11]([C:21]2[CH:26]=[CH:25][CH:24]=[CH:23][C:22]=2[Cl:27])=[N:10][CH2:9][C:8]1=O)[CH2:2][CH3:3].P12(SP3(SP(SP(S3)(S1)=S)(=S)S2)=S)=[S:31].N1C=CC=CC=1>C(Cl)Cl.O>[CH2:1]([O:4][C:5](=[O:29])[CH2:6][N:7]1[C:13]2[CH:14]=[CH:15][C:16]([N+:18]([O-:20])=[O:19])=[CH:17][C:12]=2[C:11]([C:21]2[CH:26]=[CH:25][CH:24]=[CH:23][C:22]=2[Cl:27])=[N:10][CH2:9][C:8]1=[S:31])[CH2:2][CH3:3] |f:3.4|. Reported procedure: A mixture of 0.01 mole of 7-nitro-2,3-dihydro-5-(o-chlorophenyl)-2-oxo-1H-1,4-benzodiazepin-1-acetic acid propyl ester, 0.0105 mole of phosphorus pentasulfide and 100 ml. of pyridine is heated under reflux for about 24 hours. The mixture is evaporated and the residue thus obtained is dissolved in methylene chloride-water. The organic layer is separated, washed with saturated sodium bicarbonate solution, dried over anhydrous magnesium sulfate and evaporated to remove the solvent. The residue thus... Reactants: N([C@@H](C(C)C)C(=O)O)C(=O)OCC1=CC=CC=C1 (Z-Val-OH), N1[C@H](C(=O)OC)CCC1 (H-Pro-OMe). Yields the product N([C@@H](C(C)C)C(=O)N1[C@H](C(=O)OC)CCC1)C(=O)OCC1=CC=CC=C1 (Z-Val-Pro-OMe). As a reaction SMILES: [NH:1]([C:9]([O:11][CH2:12][C:13]1[CH:18]=[CH:17][CH:16]=[CH:15][CH:14]=1)=[O:10])[C@H:2]([C:6]([OH:8])=O)[CH:3]([CH3:5])[CH3:4].[NH:19]1[CH2:27][CH2:26][CH2:25][C@H:20]1[C:21]([O:23][CH3:24])=[O:22]>>[NH:1]([C:9]([O:11][CH2:12][C:13]1[CH:18]=[CH:17][CH:16]=[CH:15][CH:14]=1)=[O:10])[C@H:2]([C:6]([N:19]1[CH2:27][CH2:26][CH2:25][C@H:20]1[C:21]([O:23][CH3:24])=[O:22])=[O:8])[CH:3]([CH3:4])[CH3:5]. Reported procedure: Z-Val-OH (3.5 g, 13.9 mmol) and H-Pro-OMe*HCl (2.14 g, 13.9 mmol) were treated in the same manner as above for 1, to give 3 as a white solid. The reactants are ClC=1C(=CC(=NC1)C(=O)O)C1=CC(=CC=C1)Cl (5-chloro-4-(3-chlorophenyl)-pyridine-2-carboxylic acid), NC(CO)(C)C (2-amino-2-methyl-1-propanol). Yields the product OCC(C)(C)NC(=O)C1=NC=C(C(=C1)C1=CC(=CC=C1)Cl)Cl (5-Chloro-4-(3-chlorophenyl)-pyridine-2-carboxylic acid (2-hydroxy-1,1-dimethyl-ethyl)-amide). RXN SMILES: [Cl:1][C:2]1[C:3]([C:11]2[CH:16]=[CH:15][CH:14]=[C:13]([Cl:17])[CH:12]=2)=[CH:4][C:5]([C:8]([OH:10])=O)=[N:6][CH:7]=1.[NH2:18][C:19]([CH3:23])([CH3:22])[CH2:20][OH:21]>>[OH:21][CH2:20][C:19]([NH:18][C:8]([C:5]1[CH:4]=[C:3]([C:11]2[CH:16]=[CH:15][CH:14]=[C:13]([Cl:17])[CH:12]=2)[C:2]([Cl:1])=[CH:7][N:6]=1)=[O:10])([CH3:23])[CH3:22]. Reported procedure: The title compound was synthesized in analogy to Example 1, using 5-chloro-4-(3-chlorophenyl)-pyridine-2-carboxylic acid and 2-amino-2-methyl-1-propanol (CAN 124-68-5) as starting materials and isolated (13 mg, 38%) as colorless oil; MS (ESI, m/z): 339.0, 341.0 (MH+). Reactants: NC1CCCc2ccccc21, O=Cc1cccc(Oc2ccc(F)cc2)c1. The product is Fc1ccc(Oc2cccc(CNC3CCCc4ccccc43)c2)cc1. Reaction SMILES: [CH:17]1([NH2:27])[CH2:18][CH2:19][CH2:20][c:21]2[cH:22][cH:23][cH:24][cH:25][c:26]21.[F:1][c:2]1[cH:3][cH:4][c:5]([O:6][c:7]2[cH:8][c:9]([CH:10]=[O:11])[cH:12][cH:13][cH:14]2)[cH:15][cH:16]1>>[F:1][c:2]1[cH:3][cH:4][c:5]([O:6][c:7]2[cH:8][c:9]([CH2:10][NH:27][CH:17]3[CH2:18][CH2:19][CH2:20][c:21]4[cH:22][cH:23][cH:24][cH:25][c:26]43)[cH:12][cH:13][cH:14]2)[cH:15][cH:16]1. The product is COCC(C)Oc1cc(O[Si](C(C)C)(C(C)C)C(C)C)cc(-c2ccc(C(=O)NC(CO)C(C)O)[nH]2)c1. Reaction SMILES: [CH3:1][O:2][CH2:3][CH:4]([O:5][c:6]1[cH:7][c:8](-[c:23]2[cH:24][cH:25][c:26]([C:28](=[O:29])[OH:30])[nH:27]2)[cH:9][c:10]([O:12][Si:13]([CH:14]([CH3:15])[CH3:16])([CH:17]([CH3:18])[CH3:19])[CH:20]([CH3:21])[CH3:22])[cH:11]1)[CH3:31].[CH3:40][O:41][c:42]1[n:43][c:44]([O:45][CH3:46])[n:47][c:48]([N+:49]2([CH3:50])[CH2:51][CH2:52][O:53][CH2:54][CH2:55]2)[n:56]1.[CH3:58][OH:59].[Cl-:39].[NH2:32][CH:33]([CH:34]([OH:35])[CH3:36])[CH2:37][OH:38].[OH2:57]>>[CH3:1][O:2][CH2:3][CH:4]([O:5][c:6]1[cH:7][c:8](-[c:23]2[cH:24][cH:25][c:26]([C:28](=[O:29])[NH:32][CH:33]([CH:34]([OH:35])[CH3:36])[CH2:37][OH:38])[nH:27]2)[cH:9][c:10]([O:12][Si:13]([CH:14]([CH3:15])[CH3:16])([CH:17]([CH3:18])[CH3:19])[CH:20]([CH3:21])[CH3:22])[cH:11]1)[CH3:31]. Starting materials: COCC(C)Oc1cc(O[Si](C(C)C)(C(C)C)C(C)C)cc(-c2ccc(C(=O)O)[nH]2)c1, COc1nc(OC)nc([N+]2(C)CCOCC2)n1, CO, [Cl-], CC(O)C(N)CO, O. Reactants: C(Cl)Cl (methylene chloride), Cl (hydrochloric acid), Na, C(C)C(CN)CCCC (2-ethylhexylamine), C(=O)(OC)C1C2C=CC(C1)O2 (2-carbomethoxy-7-oxabicyclo(2,2,1)hept-5-ene). Reported procedure: 7.2 parts 30% methanolic Na-methylate solution are added to 64.5 parts 2-ethylhexylamine. 77 parts 2-carbomethoxy-7-oxabicyclo(2,2,1)hept-5-ene are added drop-wise at 30° to 35° C. during cooling. The reaction medium is then stirred for 15 hours and neutralised with 4 parts concentrated hydrochloric acid. 100 parts methylene chloride and 50 parts water are added, the organic phase separated off, and the aqueous phase extracted twice with 25 ml methylene chloride in each instance. The combined or... Run in O (water). Yields the product C(C)C(CNC(C=C)=O)CCCC (N(2-ethylhexyl)acrylamide). Run at temperature 140 celsius, time 15 hour. RXN SMILES: [CH2:1]([CH:3]([CH2:6][CH2:7][CH2:8][CH3:9])[CH2:4][NH2:5])[CH3:2].[C:10]([CH:14]1CC2O[CH:15]1C=C2)(OC)=[O:11].Cl.C(Cl)Cl>O>[CH2:1]([CH:3]([CH2:6][CH2:7][CH2:8][CH3:9])[CH2:4][NH:5][C:10](=[O:11])[CH:14]=[CH2:15])[CH3:2]. Reactants: ClCCl, CS(=O)c1cc2nccc(Oc3ccc([N+](=O)[O-])cc3F)c2s1, O, O=C(OO)c1cccc(Cl)c1. The product is CS(=O)(=O)c1cc2nccc(Oc3ccc([N+](=O)[O-])cc3F)c2s1. As a reaction SMILES: [Cl:36][CH2:37][Cl:38].[F:1][c:2]1[c:3]([O:4][c:5]2[c:6]3[c:7]([n:8][cH:9][cH:10]2)[cH:11][c:12]([S:14](=[O:15])[CH3:16])[s:13]3)[cH:17][cH:18][c:19]([N+:21](=[O:22])[O-:23])[cH:20]1.[OH2:35].[OH:24][O:25][C:26]([c:27]1[cH:28][c:29]([Cl:30])[cH:31][cH:32][cH:33]1)=[O:34]>>[F:1][c:2]1[c:3]([O:4][c:5]2[c:6]3[c:7]([n:8][cH:9][cH:10]2)[cH:11][c:12]([S:14](=[O:15])([CH3:16])=[O:24])[s:13]3)[cH:17][cH:18][c:19]([N+:21](=[O:22])[O-:23])[cH:20]1.